describe an organic reaction: reactants, conditions, products, and yield From a dataset of the Open Reaction Database (ORD), a public repository of structured organic reaction records. Starting materials: O=C(O)c1cnc(CCc2ccccn2)c(-c2ccc(Cl)cc2)c1, NC1CCCCC1O. Product: O=C(NC1CCCCC1O)c1cnc(CCc2ccccn2)c(-c2ccc(Cl)cc2)c1. Reaction SMILES: [Cl:1][c:2]1[cH:3][cH:4][c:5](-[c:8]2[c:9]([CH2:17][CH2:18][c:19]3[n:20][cH:21][cH:22][cH:23][cH:24]3)[n:10][cH:11][c:12]([C:13](=[O:14])[OH:15])[cH:16]2)[cH:6][cH:7]1.[NH2:25][CH:26]1[CH:27]([OH:32])[CH2:28][CH2:29][CH2:30][CH2:31]1>>[Cl:1][c:2]1[cH:3][cH:4][c:5](-[c:8]2[c:9]([CH2:17][CH2:18][c:19]3[n:20][cH:21][cH:22][cH:23][cH:24]3)[n:10][cH:11][c:12]([C:13](=[O:14])[NH:25][CH:26]3[CH:27]([OH:32])[CH2:28][CH2:29][CH2:30][CH2:31]3)[cH:16]2)[cH:6][cH:7]1.